From a dataset of the Open Reaction Database (ORD), a public repository of structured organic reaction records. describe an organic reaction: reactants, conditions, products, and yield Starting materials: [Si]([O-])([O-])([O-])[O-].[Na+].[Na+].[Na+].[Na+] (sodium silicate), Na2O, SiO2, C(C(=C)C)(=O)OC (methyl methacrylate), C1C(C)O1 (propylene oxide), C1(C=2C(C(=O)O1)=CC=CC2)=O (phthalic anhydride), [OH-].[Na+] (sodium hydroxide), C(C1=CC=CC=C1)(=O)OOC(C1=CC=CC=C1)=O (benzoyl peroxide). Yields the product [Si]([O-])([O-])([O-])[O-].[Na+].[Na+].[Na+].[Na+].C(C(=C)C)(=O)OC.C1C(C)O1 (sodium silicate methyl methacrylate propylene oxide). As a reaction SMILES: [Si:1]([O-:5])([O-:4])([O-:3])[O-:2].[Na+:6].[Na+].[Na+].[Na+].[C:10]([O:15][CH3:16])(=[O:14])[C:11]([CH3:13])=[CH2:12].[CH2:17]1[O:20][CH:18]1[CH3:19].C1(=O)OC(=O)C2=CC=CC=C12.[OH-].[Na+].C(OOC(=O)C1C=CC=CC=1)(=O)C1C=CC=CC=1>>[Si:1]([O-:5])([O-:4])([O-:3])[O-:2].[Na+:6].[Na+:6].[Na+:6].[Na+:6].[C:10]([O:15][CH3:16])(=[O:14])[C:11]([CH3:13])=[CH2:12].[CH2:17]1[O:20][CH:18]1[CH3:19] |f:0.1.2.3.4,8.9,11.12.13.14.15.16.17|. Procedure details: About 50 parts by weight of an aqueous sodium silicate solution containing about 10% Na2O and 25% SiO2 by weight, 25 parts by weight of methyl methacrylate, 10 parts by weight of propylene oxide, 2 parts by weight of phthalic anhydride, 5 parts by weight of sodium hydroxide and 0.5 parts by weight of benzoyl peroxide are thoroughly mixed thereby producing an emulsion. The mixture is reacted at ambient temperature and pressure for 1 to 24 hours thereby producing a poly(sodium silicate-methyl meth... Reactants: [N+](=O)([O-])C1=CC=C2CCCNC2=C1 (7-nitro-1,2,3,4-tetrahydroquinoline), ClC=1C(C(=C(C(C1Cl)=O)C#N)C#N)=O (2,3-dichloro-5,6-dicyanobenzoquinone). Solvent: C1(=CC=CC=C1)C (toluene). Run at temperature 90 celsius. Yields the product [N+](=O)([O-])C1=CC=C2C=CC=NC2=C1 (7-Nitroquinoline). The yield is 81.2%. As a reaction SMILES: [N+:1]([C:4]1[CH:13]=[C:12]2[C:7]([CH2:8][CH2:9][CH2:10][NH:11]2)=[CH:6][CH:5]=1)([O-:3])=[O:2].ClC1C(=O)C(C#N)=C(C#N)C(=O)C=1Cl>C1(C)C=CC=CC=1>[N+:1]([C:4]1[CH:13]=[C:12]2[C:7]([CH:8]=[CH:9][CH:10]=[N:11]2)=[CH:6][CH:5]=1)([O-:3])=[O:2]. Procedure details: To a solution of 7-nitro-1,2,3,4-tetrahydroquinoline (D1) (2.20 g, 12.3 mmol) in toluene (300 ml) was added 2,3-dichloro-5,6-dicyanobenzoquinone (5.88 g, 25.9 mmol) and the reaction was heated to 90° C. for 1.5 h. After cooling to room temperature, the suspension was filtered and the filtrate concentrated in vacuo to give the crude product which was purified by flash column chromatography. Elution with 30% EtOAc in 40-60° C. petroleum ether gave the title compound as a cream solid (1.74 g). 1H N...